Dataset: the Open Reaction Database (ORD), a public repository of structured organic reaction records. Task: describe an organic reaction: reactants, conditions, products, and yield The reactants are [BH4-], CO, ClCCl, CC(C)c1nc2c(n1Cc1cccc(I)c1)C(=O)CCC2, [Na+]. The product is CC(C)c1nc2c(n1Cc1cccc(I)c1)C(O)CCC2. As a reaction SMILES: [BH4-:1].[CH3:27][OH:28].[Cl:24][CH2:25][Cl:26].[I:3][c:4]1[cH:5][c:6]([CH2:10][n:11]2[c:12]([CH:21]([CH3:22])[CH3:23])[n:13][c:14]3[c:15]2[C:16](=[O:20])[CH2:17][CH2:18][CH2:19]3)[cH:7][cH:8][cH:9]1.[Na+:2]>>[I:3][c:4]1[cH:5][c:6]([CH2:10][n:11]2[c:12]([CH:21]([CH3:22])[CH3:23])[n:13][c:14]3[c:15]2[CH:16]([OH:20])[CH2:17][CH2:18][CH2:19]3)[cH:7][cH:8][cH:9]1. Reactants: O=C([O-])[O-], CC#N, COc1cc2c(cc1[N+](=O)[O-])CCNCC2, O=S(=O)(OS(=O)(=O)C(F)(F)F)C(F)(F)F, OC(CF)CF, [K+], [K+], c1ccncc1. The product is COc1cc2c(cc1[N+](=O)[O-])CCN(C(CF)CF)CC2. RXN SMILES: [C:31](=[O:32])([O-:33])[O-:34].[CH3:13][C:14]#[N:15].[CH3:37][O:38][c:39]1[cH:40][c:41]2[c:42]([cH:48][c:49]1[N+:50](=[O:51])[O-:52])[CH2:43][CH2:44][NH:45][CH2:46][CH2:47]2.[F:16][C:17]([S:18]([O:19][S:20]([C:21]([F:22])([F:23])[F:24])(=[O:25])=[O:26])(=[O:27])=[O:28])([F:29])[F:30].[F:1][CH2:2][CH:3]([CH2:4][F:5])[OH:6].[K+:35].[K+:36].[cH:7]1[cH:8][cH:9][n:10][cH:11][cH:12]1>>[F:1][CH2:2][CH:3]([CH2:4][F:5])[N:45]1[CH2:44][CH2:43][c:42]2[c:41]([cH:40][c:39]([O:38][CH3:37])[c:49]([N+:50](=[O:51])[O-:52])[cH:48]2)[CH2:47][CH2:46]1. The reactants are CCOCc1nc2c(N)nc3cc(-c4ccccc4)ccc3c2n1CC1CCN(C(=O)OC(C)(C)C)CC1, [NH4+], [OH-], O. Product: CCOCc1nc2c(N)nc3cc(-c4ccccc4)ccc3c2n1CC1CCNCC1. Reaction SMILES: [NH2:1][c:2]1[n:3][c:4]2[cH:5][c:6](-[c:33]3[cH:34][cH:35][cH:36][cH:37][cH:38]3)[cH:7][cH:8][c:9]2[c:10]2[c:11]1[n:12][c:13]([CH2:29][O:30][CH2:31][CH3:32])[n:14]2[CH2:15][CH:16]1[CH2:17][CH2:18][N:19]([C:22]([O:23][C:24]([CH3:25])([CH3:26])[CH3:27])=[O:28])[CH2:20][CH2:21]1.[NH4+:39].[OH-:40].[OH2:41]>>[NH2:1][c:2]1[n:3][c:4]2[cH:5][c:6](-[c:33]3[cH:34][cH:35][cH:36][cH:37][cH:38]3)[cH:7][cH:8][c:9]2[c:10]2[c:11]1[n:12][c:13]([CH2:29][O:30][CH2:31][CH3:32])[n:14]2[CH2:15][CH:16]1[CH2:17][CH2:18][NH:19][CH2:20][CH2:21]1. Reactants: [BH4-], CCCCCC(=O)c1ccc(CC(C)C)cc1, CC(C)O, Cl, [Na+], O. The product is CCCCCC(O)c1ccc(CC(C)C)cc1. RXN SMILES: [BH4-:18].[CH2:1]([CH:2]([CH3:3])[CH3:4])[c:5]1[cH:6][cH:7][c:8]([C:11]([CH2:12][CH2:13][CH2:14][CH2:15][CH3:16])=[O:17])[cH:9][cH:10]1.[CH3:22][CH:23]([OH:24])[CH3:25].[ClH:21].[Na+:19].[OH2:20]>>[CH2:1]([CH:2]([CH3:3])[CH3:4])[c:5]1[cH:6][cH:7][c:8]([CH:11]([CH2:12][CH2:13][CH2:14][CH2:15][CH3:16])[OH:17])[cH:9][cH:10]1.